Dataset: the Open Reaction Database (ORD), a public repository of structured organic reaction records. Task: describe an organic reaction: reactants, conditions, products, and yield Starting materials: [Si](C)(C)(C(C)(C)C)OC(/C=C/N(C)C)=C ((1E)-3-[tert-butyl(dimethyl)silyl]oxy-N,N-dimethyl-buta-1,3-dien-1-amine), C(C)(C)OC1=C(C=C(C(=O)N2CCC(CC2)=O)C=C1)OC (1-(4-isopropoxy-3-methoxy-benzoyl)piperidin-4-one), C(C)(=O)Cl (Acetyl chloride). The solvent is CC(CC)O (2-butanol). Run at time 8 hour. The product is C(C)(C)OC1=C(C=C(C(=O)N2CCC3(CC2)CC(C=CO3)=O)C=C1)OC (3-(4-isopropoxy-3-methoxy-benzoyl)-11-oxa-3-azaspiro[5.5]undec-9-en-8-one). The yield is 591.2%. RXN SMILES: [CH:1]([O:4][C:5]1[CH:19]=[CH:18][C:8]([C:9]([N:11]2[CH2:16][CH2:15][C:14](=[O:17])[CH2:13][CH2:12]2)=[O:10])=[CH:7][C:6]=1[O:20][CH3:21])([CH3:3])[CH3:2].[Si]([O:29][C:30](=[CH2:36])/[CH:31]=[CH:32]/N(C)C)(C(C)(C)C)(C)C.C(Cl)(=O)C>CC(O)CC>[CH:1]([O:4][C:5]1[CH:19]=[CH:18][C:8]([C:9]([N:11]2[CH2:16][CH2:15][C:14]3([O:17][CH:32]=[CH:31][C:30](=[O:29])[CH2:36]3)[CH2:13][CH2:12]2)=[O:10])=[CH:7][C:6]=1[O:20][CH3:21])([CH3:3])[CH3:2]. Procedure: A suspension of 1-(4-isopropoxy-3-methoxy-benzoyl)piperidin-4-one (12.8 g, 44.0 mmol) in 2-butanol (100 mL) was purged with argon gas for 5 minutes. (1E)-3-[tert-butyl(dimethyl)silyl]oxy-N,N-dimethyl-buta-1,3-dien-1-amine (10.0 g, 4.0 mmol) was added dropwise at room temperature under argon gas. The reaction mixture was stirred at room temperature overnight. The mixture turned to a dark brown clear solution. Solvent was removed. The residue was redissolved in THF (200 mL) and cooled to −78° C. A...